From a dataset of the Open Reaction Database (ORD), a public repository of structured organic reaction records. describe an organic reaction: reactants, conditions, products, and yield As a reaction SMILES: [CH3:15][Si:16]([CH:17]([Si:18]([CH3:19])([CH3:20])[CH3:21])[C:22]([NH2:23])=[O:24])([CH3:25])[CH3:26].[ClH:1].[NH2:31][c:32]1[cH:33][cH:34][cH:35][c:36]2[cH:37][cH:38][cH:39][n:40][c:41]12.[NH:2]([C:3](=[NH:4])[NH2:5])[c:6]1[cH:7][cH:8][c:9]([C:10](=[O:11])[OH:12])[cH:13][cH:14]1.[O:43]1[CH2:44][CH2:45][CH2:46][CH2:47]1.[OH2:42].[S:27]([Cl:28])([Cl:29])=[O:30]>>[NH:2]([C:3](=[NH:4])[NH2:5])[c:6]1[cH:7][cH:8][c:9]([C:10](=[O:12])[NH:31][c:32]2[cH:33][cH:34][cH:35][c:36]3[cH:37][cH:38][cH:39][n:40][c:41]23)[cH:13][cH:14]1. Starting materials: C[Si](C)(C)C(C(N)=O)[Si](C)(C)C, Cl, Nc1cccc2cccnc12, N=C(N)Nc1ccc(C(=O)O)cc1, C1CCOC1, O, O=S(Cl)Cl. Product: N=C(N)Nc1ccc(C(=O)Nc2cccc3cccnc23)cc1.